Dataset: the Open Reaction Database (ORD), a public repository of structured organic reaction records. Task: describe an organic reaction: reactants, conditions, products, and yield Starting materials: C#CC(O)c1cc(-c2ccc(C)cc2)c2c(c1)C(C)(C)CCC2(C)C, I[Cu]I, O=C(O)c1ccc(I)cc1. Product: Cc1ccc(-c2cc(C(O)C#Cc3ccc(C(=O)O)cc3)cc3c2C(C)(C)CCC3(C)C)cc1. RXN SMILES: [CH3:1][C:2]1([CH3:25])[c:3]2[c:4](-[c:18]3[cH:19][cH:20][c:21]([CH3:24])[cH:22][cH:23]3)[cH:5][c:6]([CH:14]([C:15]#[CH:16])[OH:17])[cH:7][c:8]2[C:9]([CH3:12])([CH3:13])[CH2:10][CH2:11]1.[Cu:36]([I:37])[I:38].[I:26][c:27]1[cH:28][cH:29][c:30]([C:31](=[O:32])[OH:33])[cH:34][cH:35]1>>[CH3:1][C:2]1([CH3:25])[c:3]2[c:4](-[c:18]3[cH:19][cH:20][c:21]([CH3:24])[cH:22][cH:23]3)[cH:5][c:6]([CH:14]([C:15]#[C:16][c:27]3[cH:28][cH:29][c:30]([C:31](=[O:32])[OH:33])[cH:34][cH:35]3)[OH:17])[cH:7][c:8]2[C:9]([CH3:12])([CH3:13])[CH2:10][CH2:11]1. The reactants are C1(=CC=CC=C1)CCCCNCC1=CC=CC=C1 (N-(4-phenylbutyl)-N-benzylamine), C(C=C)(=O)OCC (ethyl acrylate). Product: C1(=CC=CC=C1)CCCCN(CC1=CC=CC=C1)CCC(=O)OCC (ethyl 3-[N-(4-phenylbutyl)-N-benzylamino]-propionate). Reaction SMILES: [C:1]1([CH2:7][CH2:8][CH2:9][CH2:10][NH:11][CH2:12][C:13]2[CH:18]=[CH:17][CH:16]=[CH:15][CH:14]=2)[CH:6]=[CH:5][CH:4]=[CH:3][CH:2]=1.[C:19]([O:23][CH2:24][CH3:25])(=[O:22])[CH:20]=[CH2:21]>>[C:1]1([CH2:7][CH2:8][CH2:9][CH2:10][N:11]([CH2:21][CH2:20][C:19]([O:23][CH2:24][CH3:25])=[O:22])[CH2:12][C:13]2[CH:14]=[CH:15][CH:16]=[CH:17][CH:18]=2)[CH:2]=[CH:3][CH:4]=[CH:5][CH:6]=1. Reported procedure: Starting from N-(4-phenylbutyl)-N-benzylamine and ethyl acrylate, ethyl 3-[N-(4-phenylbutyl)-N-benzylamino]-propionate is obtained analogously to Example 1 and is hydrolyzed with hydrochloric acid to give 3-[N-(4-phenylbutyl)-N-benzylamino]-propionic acid hydrochloride, melting point 145°-147°. Yields the product COC([C@](N)(CC)C)=O ((R)-isovaline methyl ester). Procedure: The (R)-isovaline methyl ester hydrochloride may be converted to (R)-N-(3-chloro-1-ethyl- 1-methyl-2-oxopropyl)-3,5-dichloro-4-methylbenzamide (mp. 155.5-156° C., [α]D=+4.14 in ethanol) using the above-described sequence for preparation of the (S)-enantiomer. The reactants are Cl.COC([C@](N)(CC)C)=O ((R)-isovaline methyl ester hydrochloride), ClCC([C@@](C)(CC)NC(C1=CC(=C(C(=C1)Cl)C)Cl)=O)=O ((R)-N-(3-chloro-1-ethyl- 1-methyl-2-oxopropyl)-3,5-dichloro-4-methylbenzamide). As a reaction SMILES: Cl.[CH3:2][O:3][C:4](=[O:10])[C@@:5]([CH3:9])([CH2:7][CH3:8])[NH2:6].ClCC(=O)[C@](NC(=O)C1C=C(Cl)C(C)=C(Cl)C=1)(CC)C>>[CH3:2][O:3][C:4](=[O:10])[C@@:5]([CH3:9])([CH2:7][CH3:8])[NH2:6] |f:0.1|. Starting materials: Brc1cnc2ccc(I)cn12, CC(C)O, [Cu]I, NC1CCC(O)CC1, OCCO. The product is OC1CCC(Nc2ccc3ncc(Br)n3c2)CC1. As a reaction SMILES: [Br:1][c:2]1[cH:3][n:4][c:5]2[n:6]1[cH:7][c:8]([I:11])[cH:9][cH:10]2.[CH:24]([OH:25])([CH3:26])[CH3:27].[Cu:28][I:29].[NH2:16][CH:17]1[CH2:18][CH2:19][CH:20]([OH:23])[CH2:21][CH2:22]1.[OH:12][CH2:13][CH2:14][OH:15]>>[Br:1][c:2]1[cH:3][n:4][c:5]2[n:6]1[cH:7][c:8]([NH:16][CH:17]1[CH2:18][CH2:19][CH:20]([OH:23])[CH2:21][CH2:22]1)[cH:9][cH:10]2.